Dataset: the Open Reaction Database (ORD), a public repository of structured organic reaction records. Task: describe an organic reaction: reactants, conditions, products, and yield Reactants: C1CCOC1, [Mg+]C1CCCC1, [Cl-], Cl[Ce](Cl)Cl, Cl, CC(=O)CCCC#N. Yields the product CC(O)(CCCC#N)C1CCCC1. Reaction SMILES: [CH2:21]1[O:22][CH2:23][CH2:24][CH2:25]1.[CH:14]1([Mg+:19])[CH2:15][CH2:16][CH2:17][CH2:18]1.[Cl-:13].[Cl:9][Ce:10]([Cl:11])[Cl:12].[ClH:20].[O:1]=[C:2]([CH2:3][CH2:4][CH2:5][C:6]#[N:7])[CH3:8]>>[OH:1][C:2]([CH2:3][CH2:4][CH2:5][C:6]#[N:7])([CH3:8])[CH:14]1[CH2:15][CH2:16][CH2:17][CH2:18]1. Reactants: C(C)(=O)N1CCC2=C(CC1)C=CC=C2 (3-acetyl-2,3,4,5-tetrahydro-1H-3-benzazepine), ClCCCC(=O)Cl (4-chlorobutyryl chloride), [Cl-].[Al+3].[Cl-].[Cl-] (Aluminum chloride), ice water. The solvent is [N+](=O)([O-])C (nitromethane). Reaction conditions: time 2 hour. Yields the product C(C)(=O)N1CCC2=C(CC1)C=CC(=C2)C(CCCCl)=O (1-(3-acetyl-2,3,4,5-tetrahydro-1H-3-benzazepin-7-yl)-4-chloro-1-butanone). Yield: 94.0%. RXN SMILES: [Cl-].[Al+3].[Cl-].[Cl-].[C:5]([N:8]1[CH2:14][CH2:13][C:12]2[CH:15]=[CH:16][CH:17]=[CH:18][C:11]=2[CH2:10][CH2:9]1)(=[O:7])[CH3:6].[Cl:19][CH2:20][CH2:21][CH2:22][C:23](Cl)=[O:24]>[N+](C)([O-])=O>[C:5]([N:8]1[CH2:14][CH2:13][C:12]2[CH:15]=[CH:16][C:17]([C:23](=[O:24])[CH2:22][CH2:21][CH2:20][Cl:19])=[CH:18][C:11]=2[CH2:10][CH2:9]1)(=[O:7])[CH3:6] |f:0.1.2.3|. Reported procedure: Aluminum chloride (2.9 g, 21.7 mmol) was added little by little to a mixture of 3-acetyl-2,3,4,5-tetrahydro-1H-3-benzazepine (2 g, 10.5 mmol) and 4-chlorobutyryl chloride (1.56 g, 11 mmol) in nitromethane (5 ml) at room temperature and stirred for 2 hours at room temperature. The reaction solution was poured into ice water which was then extracted with ethyl acetate, washed with a saturated saline solution and dried over anhydrous magnesium sulfate. The solvent was distilled away under reduced p... Starting materials: ClCCl, O=Cc1ccc2c(c1)OCCO2, O=C(OO)c1cccc(Cl)c1. Yields the product Oc1ccc2c(c1)OCCO2. As a reaction SMILES: [Cl:24][CH2:25][Cl:26].[O:1]1[CH2:2][CH2:3][O:4][c:5]2[c:6]1[cH:7][cH:8][c:9]([CH:11]=[O:12])[cH:10]2.[OH:13][O:14][C:15]([c:16]1[cH:17][c:18]([Cl:19])[cH:20][cH:21][cH:22]1)=[O:23]>>[O:1]1[CH2:2][CH2:3][O:4][c:5]2[c:6]1[cH:7][cH:8][c:9]([OH:13])[cH:10]2. Starting materials: ClCCCOC1=CC=C(C=C1)F (1-chloro-3-(p-fluorophenoxy)-propane), ClC1=CC=C(C=C1)C1(CCNCC1)O (4-(p-chlorophenyl)-4-hydroxypiperidine), C([O-])([O-])=O.[Na+].[Na+] (sodium carbonate), CN(C=O)C (dimethylformamide). Solvent: O (water). The product is FC1=CC=C(OCCCN2CCC(CC2)(O)C2=CC=C(C=C2)Cl)C=C1 (1-[3-(p-fluorophenoxy)-propyl]-4-(p-chlorophenyl)-4-hydroxypiperidine). As a reaction SMILES: Cl[CH2:2][CH2:3][CH2:4][O:5][C:6]1[CH:11]=[CH:10][C:9]([F:12])=[CH:8][CH:7]=1.[Cl:13][C:14]1[CH:19]=[CH:18][C:17]([C:20]2([OH:26])[CH2:25][CH2:24][NH:23][CH2:22][CH2:21]2)=[CH:16][CH:15]=1.C(=O)([O-])[O-].[Na+].[Na+].CN(C)C=O>O>[F:12][C:9]1[CH:10]=[CH:11][C:6]([O:5][CH2:4][CH2:3][CH2:2][N:23]2[CH2:22][CH2:21][C:20]([C:17]3[CH:18]=[CH:19][C:14]([Cl:13])=[CH:15][CH:16]=3)([OH:26])[CH2:25][CH2:24]2)=[CH:7][CH:8]=1 |f:2.3.4|. Reported procedure: A mixture of 2.83 g of 1-chloro-3-(p-fluorophenoxy)-propane, 3.18 g of 4-(p-chlorophenyl)-4-hydroxypiperidine, 0.8 g of sodium carbonate and 60 ml of dimethylformamide is heated at a temperature of 80° - 90°C for 10 hours. After cooling, the reaction mixture is poured into water. The precipitate is collected by filtration and dried to give 1-[3-(p-fluorophenoxy)-propyl]-4-(p-chlorophenyl)-4-hydroxypiperidine, M.P. 134 - 135°C. Recrystallization from benzene gives the purified product, M.P. 136° ... The reactants are C1(=CC=CC=C1)C(OC1CCN(CC1)CCCOC=1C=CC=2N(N1)C(NN2)=O)C2=CC=CC=C2 (6-[3-[4-(diphenylmethoxy)piperidino]propoxy][1,2,4]triazolo[4,3-b]pyridazin-3(2H)-one), ice water, C([O-])([O-])=O.[K+].[K+] (potassium carbonate), C(C(C)(C)C)(=O)OCCl (chloromethyl pivalate). Solvent: CN(C=O)C (N,N-dimethylformamide). Run at time 20 hour. The product is C1(=CC=CC=C1)C(OC1CCN(CC1)CCCOC=1C=CC=2N(N1)C(N(N2)COC(C(C)(C)C)=O)=O)C2=CC=CC=C2 (6-[3-[4-(Diphenylmethoxy)piperidino]propoxy]-2-(pivaloyloxymethyl)[1,2,4]triazolo[4,3-b]pyridazin-3(2H)-one). RXN SMILES: [C:1]1([CH:7]([C:29]2[CH:34]=[CH:33][CH:32]=[CH:31][CH:30]=2)[O:8][CH:9]2[CH2:14][CH2:13][N:12]([CH2:15][CH2:16][CH2:17][O:18][C:19]3[CH:20]=[CH:21][C:22]4[N:23]([C:25](=[O:28])[NH:26][N:27]=4)[N:24]=3)[CH2:11][CH2:10]2)[CH:6]=[CH:5][CH:4]=[CH:3][CH:2]=1.C(=O)([O-])[O-].[K+].[K+].[C:41]([O:47][CH2:48]Cl)(=[O:46])[C:42]([CH3:45])([CH3:44])[CH3:43]>CN(C)C=O>[C:29]1([CH:7]([C:1]2[CH:6]=[CH:5][CH:4]=[CH:3][CH:2]=2)[O:8][CH:9]2[CH2:10][CH2:11][N:12]([CH2:15][CH2:16][CH2:17][O:18][C:19]3[CH:20]=[CH:21][C:22]4[N:23]([C:25](=[O:28])[N:26]([CH2:48][O:47][C:41](=[O:46])[C:42]([CH3:45])([CH3:44])[CH3:43])[N:27]=4)[N:24]=3)[CH2:13][CH2:14]2)[CH:34]=[CH:33][CH:32]=[CH:31][CH:30]=1 |f:1.2.3|. Procedure: 0.552 g of 6-[3-[4-(diphenylmethoxy)piperidino]propoxy][1,2,4]triazolo[4,3-b]pyridazin-3(2H)-one was suspended in 3 ml of N,N-dimethylformamide; 0.200 g of potassium carbonate and 0.209 ml of chloromethyl pivalate were added, followed by stirring at room temperature for 20 hours. After ice water was added, the reaction mixture was extracted with ethyl acetate; the extract was washed with saline and dried over magnesium sulfate. After concentration under reduced pressure, the residue was subjecte... Starting materials: N1=CC=CC=C1 (Pyridine), N,N-dimethylaminopyridine, NC=1C=C2CC[C@@H](OC2=CC1)C(=O)OC(C)C (Isopropyl (R)-6-amino-chroman-2-carboxylate), C1(CCCCC1)CCCN1N=NN(C1=O)C1=CC=C(C=C1)S(=O)(=O)Cl (4-[4-(3-cyclohexyl-propyl)-5-oxo-4,5-dihydro-tetrazol-1-yl]-benzenesulfonyl chloride), O1CCCC1 (tetrahydrofuran), O (water). The solvent is C(C)(=O)OCC (ethyl acetate). The product is C(C(C)C)OC(=O)[C@@H]1OC2=CC=C(C=C2CC1)NS(=O)(=O)C1=CC=C(C=C1)N1N=NN(C1=O)CCCC1CCCCC1 ((2R)-6-{4-[4-(3-Cyclohexylpropyl)-5-oxo-4,5-dihydrotetrazol-1-yl]-benzenesulfonylamino}-chroman-carboxylic acid isobutyl ester). Isolated yield 90.0%. As a reaction SMILES: N1[CH:6]=[CH:5][CH:4]=CC=1.[NH2:7][C:8]1[CH:9]=[C:10]2[C:15](=[CH:16][CH:17]=1)[O:14][C@@H:13]([C:18]([O:20]C(C)C)=O)[CH2:12][CH2:11]2.[CH:24]1([CH2:30][CH2:31][CH2:32][N:33]2[C:37](=[O:38])[N:36]([C:39]3[CH:44]=[CH:43][C:42]([S:45](Cl)(=[O:47])=[O:46])=[CH:41][CH:40]=3)[N:35]=[N:34]2)[CH2:29][CH2:28][CH2:27][CH2:26][CH2:25]1.[OH2:49].O1CCC[CH2:51]1>C(OCC)(=O)C>[CH2:51]([O:49][C:18]([C@H:13]1[CH2:12][CH2:11][C:10]2[C:15](=[CH:16][CH:17]=[C:8]([NH:7][S:45]([C:42]3[CH:43]=[CH:44][C:39]([N:36]4[C:37](=[O:38])[N:33]([CH2:32][CH2:31][CH2:30][CH:24]5[CH2:29][CH2:28][CH2:27][CH2:26][CH2:25]5)[N:34]=[N:35]4)=[CH:40][CH:41]=3)(=[O:47])=[O:46])[CH:9]=2)[O:14]1)=[O:20])[CH:5]([CH3:4])[CH3:6]. Procedure details: Pyridine (33 mL, 403 mmol) and N,N-dimethylaminopyridine (100 mg) were added to a solution of isopropyl (R)-6-amino-chroman-2-carboxylate (Example 156; 40 g, 161 mmol) and 4-[4-(3-cyclohexyl-propyl)-5-oxo-4,5-dihydro-tetrazol-1-yl]-benzenesulfonyl chloride (Example 157; 62 g, 161 mmol) in tetrahydrofuran (1 L). The reaction mixture was heated to reflux for 12 hours. The mixture was cooled to room temperature and water (200 mL) and ethyl acetate (500 mL) were added. The organic phase was washed w... Starting materials: C(C)(C)(C)OC(N(CCCCC1=CC=C(C=C1)NS(=O)(=O)C)CCC1=C(NC2=CC=C(C=C12)NC(=S)N)C1=CC(=CC(=C1)C)C)=O ({2-[2-(3,5-dimethylphenyl)-5-thioureido-1H-indol-3-yl]ethyl}-[4-(4-methanesulfonylaminophenyl)butyl]carbamic acid tert-butyl ester), ClCC(C)=O (chloroacetone). Reaction conditions: time 5 hour. Product: C(C)(C)(C)OC(N(CCCCC1=CC=C(C=C1)NS(=O)(=O)C)CCC1=C(NC2=CC=C(C=C12)NC=1SC=C(N1)C)C1=CC(=CC(=C1)C)C)=O ({2-[2-(3,5-dimethylphenyl)-5-(4-methylthiazol-2-ylamino)-1H-indol-3yl]-ethyl}-[4-(4-methanesulfonylaminophenyl) butyl]carbamic acid tert-butyl ester). As a reaction SMILES: [C:1]([O:5][C:6](=[O:46])[N:7]([CH2:23][CH2:24][C:25]1[C:33]2[C:28](=[CH:29][CH:30]=[C:31]([NH:34][C:35]([NH2:37])=[S:36])[CH:32]=2)[NH:27][C:26]=1[C:38]1[CH:43]=[C:42]([CH3:44])[CH:41]=[C:40]([CH3:45])[CH:39]=1)[CH2:8][CH2:9][CH2:10][CH2:11][C:12]1[CH:17]=[CH:16][C:15]([NH:18][S:19]([CH3:22])(=[O:21])=[O:20])=[CH:14][CH:13]=1)([CH3:4])([CH3:3])[CH3:2].Cl[CH2:48][C:49](=O)[CH3:50]>>[C:1]([O:5][C:6](=[O:46])[N:7]([CH2:23][CH2:24][C:25]1[C:33]2[C:28](=[CH:29][CH:30]=[C:31]([NH:34][C:35]3[S:36][CH:48]=[C:49]([CH3:50])[N:37]=3)[CH:32]=2)[NH:27][C:26]=1[C:38]1[CH:39]=[C:40]([CH3:45])[CH:41]=[C:42]([CH3:44])[CH:43]=1)[CH2:8][CH2:9][CH2:10][CH2:11][C:12]1[CH:17]=[CH:16][C:15]([NH:18][S:19]([CH3:22])(=[O:20])=[O:21])=[CH:14][CH:13]=1)([CH3:3])([CH3:2])[CH3:4]. Procedure details: To a solution of {2-[2-(3,5-dimethylphenyl)-5-thioureido-1H-indol-3-yl]ethyl}-[4-(4-methanesulfonylaminophenyl)butyl]carbamic acid tert-butyl ester (15 mg in 0.80 mL ethanol) was added 0.010 mL chloroacetone and the resulting suspension heated to reflux on an oil bath. After 5 hours, the mixture was cooled to room temperature and concentrated in vacuo. Purification of the residue by flash chromatography on silica gel (methylene chloride:methanol, 96:4) gave the title compound (15 mg). The reagents and catalysts are C=1C=CC(=CC1)[P](C=2C=CC=CC2)(C=3C=CC=CC3)[Pd]([P](C=4C=CC=CC4)(C=5C=CC=CC5)C=6C=CC=CC6)([P](C=7C=CC=CC7)(C=8C=CC=CC8)C=9C=CC=CC9)[P](C=1C=CC=CC1)(C=1C=CC=CC1)C=1C=CC=CC1 (tetrakis(triphenylphosphine)palladium). The product is FCCSC=1SC2=C(N1)C=CC(=C2)C2=CC=C(C=C2)N(C(OC(C)(C)C)=O)C (tert-butyl 4-(2-(2-fluoroethylthio)benzo[d]thiazol-6-yl)phenyl(methyl)carbamate). Reactants: BrC1=CC2=C(N=C(S2)SCCF)C=C1 (6-Bromo-2-(2-fluoroethylthio)benzo[d]thiazole), CN(C(OC(C)(C)C)=O)C1=CC=C(C=C1)B1OC(C(O1)(C)C)(C)C (tert-butyl methyl(4-(4,4,5,5-tetramethyl-1,3,2-dioxaborolan-2-yl)phenyl)carbamate), C(=O)([O-])[O-].[Na+].[Na+] (Na2CO3). Solvent: CCOC(=O)C (EtOAc), O1CCOCC1 (dioxane). Reaction conditions: temperature 95 celsius. Procedure: A mixture of 6-Bromo-2-(2-fluoroethylthio)benzo[d]thiazole (60 mg, 0.2 mmol), tert-butyl methyl(4-(4,4,5,5-tetramethyl-1,3,2-dioxaborolan-2-yl)phenyl)carbamate (68 mg, 0.2 mmol), and tetrakis(triphenylphosphine)palladium (11 mg, 0.01 mmol) in 2 mL dioxane and 0.5 mL of a 1 M Na2CO3 aqueous solution was heated at 95° C. in a microwave reactor for 10 min. After cooling to rt, it was diluted with EtOAc (30 mL) and washed with brine (30 mL), dried over MgSO4 and concentrated. The crude product was p... Reaction SMILES: Br[C:2]1[CH:14]=[CH:13][C:5]2[N:6]=[C:7]([S:9][CH2:10][CH2:11][F:12])[S:8][C:4]=2[CH:3]=1.[CH3:15][N:16]([C:24]1[CH:29]=[CH:28][C:27](B2OC(C)(C)C(C)(C)O2)=[CH:26][CH:25]=1)[C:17](=[O:23])[O:18][C:19]([CH3:22])([CH3:21])[CH3:20].C([O-])([O-])=O.[Na+].[Na+]>O1CCOCC1.CCOC(C)=O.C1C=CC([P]([Pd]([P](C2C=CC=CC=2)(C2C=CC=CC=2)C2C=CC=CC=2)([P](C2C=CC=CC=2)(C2C=CC=CC=2)C2C=CC=CC=2)[P](C2C=CC=CC=2)(C2C=CC=CC=2)C2C=CC=CC=2)(C2C=CC=CC=2)C2C=CC=CC=2)=CC=1>[F:12][CH2:11][CH2:10][S:9][C:7]1[S:8][C:4]2[CH:3]=[C:2]([C:27]3[CH:26]=[CH:25][C:24]([N:16]([CH3:15])[C:17](=[O:23])[O:18][C:19]([CH3:20])([CH3:21])[CH3:22])=[CH:29][CH:28]=3)[CH:14]=[CH:13][C:5]=2[N:6]=1 |f:2.3.4,^1:60,62,81,100|.